From a dataset of the Open Reaction Database (ORD), a public repository of structured organic reaction records. describe an organic reaction: reactants, conditions, products, and yield Starting materials: C1(CC1)CS(=O)(=O)C=1C=C(C=CC1)C1=CC=C2C=NC(=NN21)SC (7-(3-cyclopropylmethanesulfonyl-phenyl)-2-methylsulfanyl-pyrrolo[2,1-f][1,2,4]triazine), FC(C=1NC2=C(N1)C=CC(=C2)N)(F)F (2-trifluoromethyl-3H-benzimidazol-5-ylamine). Yields the product C1(CC1)CS(=O)(=O)C=1C=C(C=CC1)C1=CC=C2C=NC(=NN21)NC2=CC1=C(N=C(N1)C(F)(F)F)C=C2 ([7-(3-Cyclopropylmethanesulfonyl-phenyl)-pyrrolo[2,1-f][1,2,4]triazin-2-yl]-(2-trifluoromethyl-3H-benzimidazol-5-yl)-amine). Reaction SMILES: [CH:1]1([CH2:4][S:5]([C:8]2[CH:9]=[C:10]([C:14]3[N:22]4[C:17]([CH:18]=[N:19][C:20](SC)=[N:21]4)=[CH:16][CH:15]=3)[CH:11]=[CH:12][CH:13]=2)(=[O:7])=[O:6])[CH2:3][CH2:2]1.[F:25][C:26]([F:38])([F:37])[C:27]1[NH:28][C:29]2[CH:35]=[C:34]([NH2:36])[CH:33]=[CH:32][C:30]=2[N:31]=1>>[CH:1]1([CH2:4][S:5]([C:8]2[CH:9]=[C:10]([C:14]3[N:22]4[C:17]([CH:18]=[N:19][C:20]([NH:36][C:34]5[CH:33]=[CH:32][C:30]6[N:31]=[C:27]([C:26]([F:38])([F:37])[F:25])[NH:28][C:29]=6[CH:35]=5)=[N:21]4)=[CH:16][CH:15]=3)[CH:11]=[CH:12][CH:13]=2)(=[O:7])=[O:6])[CH2:3][CH2:2]1. Procedure: Following the synthetic and purification procedures described in Example 1293d, 7-(3-cyclopropylmethanesulfonyl-phenyl)-2-methylsulfanyl-pyrrolo[2,1-f][1,2,4]triazine (75 mg, 0.20 mmol) was coupled with 2-trifluoromethyl-3H-benzimidazol-5-ylamine (68.3 mg, 0.340 mmol) at 105° C. for 86 h to afford the title compound. Yield of TFA salt: 25 mg (22%) of brown powder; LC/MS: 513 (M+H); HPLC: 97% pure, RT=3.43 min; 1H NMR: (DMSO, δ) 9.60 (s, 1H), 8.97 (s, 1H), 8.53 (d, J=7.9, 1H), 8.41 (s, 1H), 7.90 ...